Dataset: the Open Reaction Database (ORD), a public repository of structured organic reaction records. Task: describe an organic reaction: reactants, conditions, products, and yield Reactants: IC1=C(C=CC=C1)I (1,2-diiodobenzene), C([O-])([O-])=O.[Na+].[Na+] (sodium carbonate), OO (hydrogen peroxide), CC1=CC=C(C=C1)B(O)O (4-methylbenzeneboronic acid), [Cl-].[Na+] (sodium chloride). The reagents and catalysts are C=1C=CC(=CC1)[P](C=2C=CC=CC2)(C=3C=CC=CC3)[Pd]([P](C=4C=CC=CC4)(C=5C=CC=CC5)C=6C=CC=CC6)([P](C=7C=CC=CC7)(C=8C=CC=CC8)C=9C=CC=CC9)[P](C=1C=CC=CC1)(C=1C=CC=CC1)C=1C=CC=CC1 (tetrakis(triphenylphosphine)palladium(0)). The solvent is C1(=CC=CC=C1)C (toluene), O (water), industrial methylated spirit. The product is IC1=C(C=CC=C1)C1=CC=C(C=C1)C (2'-iodo-4-methylbiphenyl). Isolated yield 44.2%. Reaction SMILES: I[C:2]1[CH:7]=[CH:6][CH:5]=[CH:4][C:3]=1[I:8].C(=O)([O-])[O-].[Na+].[Na+].[CH3:15][C:16]1[CH:21]=[CH:20][C:19](B(O)O)=[CH:18][CH:17]=1.OO.[Cl-].[Na+]>C1(C)C=CC=CC=1.O.C1C=CC([P]([Pd]([P](C2C=CC=CC=2)(C2C=CC=CC=2)C2C=CC=CC=2)([P](C2C=CC=CC=2)(C2C=CC=CC=2)C2C=CC=CC=2)[P](C2C=CC=CC=2)(C2C=CC=CC=2)C2C=CC=CC=2)(C2C=CC=CC=2)C2C=CC=CC=2)=CC=1>[I:8][C:3]1[CH:4]=[CH:5][CH:6]=[CH:7][C:2]=1[C:19]1[CH:20]=[CH:21][C:16]([CH3:15])=[CH:17][CH:18]=1 |f:1.2.3,6.7,^1:40,42,61,80|. Procedure: A mixture of 1,2-diiodobenzene (6.6 g) and tetrakis(triphenylphosphine)palladium(0) (0.34 g) in AR toluene (100 ml) was stirred under a nitrogen atmosphere at ambient temperature. A solution of sodium carbonate (2 g) in water (15 ml) was added. The resulting orange mixture was stirred and heated under reflux while a solution of 4-methylbenzeneboronic acid (1.36 g) in industrial methylated spirit (40 ml) was added dropwise over a period of 40 minutes. The mixture obtained was heated under reflux ... The reactants are O1C(CCC=C1)C=1C=C2C(=CNC2=CC1)CCN1CCCC1 (5-(2,3-dihydropyran-2-yl)-3-(2-pyrrolidinylethyl)-1H-indole), [BH3-]C#N.[Na+] (NaBH3CN), Cl (HCl). Solvent: C(C)O (ethanol). Run at time 3 hour. Product: N1(CCCC1)CCC1=CNC2=CC=C(C=C12)C1OCCCC1 (3-(2-Pyrrolidinylethyl)-5-(tetrahydropyran-2-yl)-1H-indole). Isolated yield 58.9%. Reaction SMILES: [O:1]1[CH:6]=[CH:5][CH2:4][CH2:3][CH:2]1[C:7]1[CH:8]=[C:9]2[C:13](=[CH:14][CH:15]=1)[NH:12][CH:11]=[C:10]2[CH2:16][CH2:17][N:18]1[CH2:22][CH2:21][CH2:20][CH2:19]1.[BH3-]C#N.[Na+].Cl>C(O)C>[N:18]1([CH2:17][CH2:16][C:10]2[C:9]3[C:13](=[CH:14][CH:15]=[C:7]([CH:2]4[CH2:3][CH2:4][CH2:5][CH2:6][O:1]4)[CH:8]=3)[NH:12][CH:11]=2)[CH2:19][CH2:20][CH2:21][CH2:22]1 |f:1.2|. Procedure: To a solution of 5-(2,3-dihydropyran-2-yl)-3-(2-pyrrolidinylethyl)-1H-indole (Example 20b, 0.049 g, 0.165 mmol) in absolute ethanol (5 mL) was added NaBH3CN (0.496 mmol) and methanolic HCl [prepared from acetyl chloride (2 mL) and methanol (10 mL)] alternately. The mixture was allowed to stir for 3 hours at which time the reaction was quenched with sodium bicarbonate (sat.) and the product was extracted three times with CH2Cl2. The organic layer was dried (NaSO4), filtered and concentrated. The ... Reactants: CCOC(=O)C(CC)C(=O)OCC, CN(C)C=O, O=[N+]([O-])c1ccc(Cl)cc1, [H-], [H][H], [Na+]. Yields the product CCOC(=O)C(CC)(C(=O)OCC)c1ccc([N+](=O)[O-])cc1. As a reaction SMILES: [CH2:3]([CH3:4])[CH:5]([C:6](=[O:7])[O:8][CH2:9][CH3:10])[C:11](=[O:12])[O:13][CH2:14][CH3:15].[CH3:28][N:29]([CH3:30])[CH:31]=[O:32].[Cl:18][c:19]1[cH:20][cH:21][c:22]([N+:25](=[O:26])[O-:27])[cH:23][cH:24]1.[H-:1].[H:16][H:17].[Na+:2]>>[CH2:3]([CH3:4])[C:5]([C:6](=[O:7])[O:8][CH2:9][CH3:10])([C:11](=[O:12])[O:13][CH2:14][CH3:15])[c:19]1[cH:20][cH:21][c:22]([N+:25](=[O:26])[O-:27])[cH:23][cH:24]1. Reactants: O=C(O)CCCCCCC1=CCCC1=O, O=C(Cl)C(=O)Cl, [Na], C1CCOC1. RXN SMILES: [C:2](=[O:3])([OH:4])[CH2:5][CH2:6][CH2:7][CH2:8][CH2:9][CH2:10][C:11]1=[CH:15][CH2:14][CH2:13][C:12]1=[O:16].[Cl:17][C:18]([C:19]([Cl:20])=[O:21])=[O:22].[Na:1].[O:23]1[CH2:24][CH2:25][CH2:26][CH2:27]1>>[C:2](=[O:3])([CH2:5][CH2:6][CH2:7][CH2:8][CH2:9][CH2:10][C:11]1=[CH:15][CH2:14][CH2:13][C:12]1=[O:16])[Cl:17]. Yields the product O=C(Cl)CCCCCCC1=CCCC1=O. Starting materials: NC=1N=CC2=C(N1)CCN(C2)C=2C(NC=CC2C)=O (3-(2-amino-7,8-dihydropyrido[4,3-d]pyrimidin-6(5H)-yl)-4-methylpyridin-2(1H)-one), C(C)(C)(C)OC(NC1=CC=C(C=C1)I)=O (tert-butyl(4-iodophenyl)carbamate), CNCCNC (N1,N2-dimethylethane-1,2-diamine), P(=O)([O-])([O-])[O-].[K+].[K+].[K+] (potassium phosphate). The reagents and catalysts are [Cu](I)I (copper iodide). Solvent: CN1C(CCC1)=O (N-methylpyrrolidone). Reaction conditions: temperature 70 celsius, time 17 hour. Product: NC=1N=CC2=C(N1)CCN(C2)C=2C(N(C=CC2C)C2=CC=C(C=C2)NC(OC(C)(C)C)=O)=O (tert-butyl {4-[3-(2-amino-7,8-dihydropyrido[4,3-d]pyrimidin-6(5H)-yl)-4-methyl-2-oxopyridin-1(2H)-yl]phenyl}carbamate). As a reaction SMILES: [NH2:1][C:2]1[N:3]=[CH:4][C:5]2[CH2:11][N:10]([C:12]3[C:13](=[O:19])[NH:14][CH:15]=[CH:16][C:17]=3[CH3:18])[CH2:9][CH2:8][C:6]=2[N:7]=1.[C:20]([O:24][C:25](=[O:34])[NH:26][C:27]1[CH:32]=[CH:31][C:30](I)=[CH:29][CH:28]=1)([CH3:23])([CH3:22])[CH3:21].CNCCNC.P([O-])([O-])([O-])=O.[K+].[K+].[K+]>CN1CCCC1=O.[Cu](I)I>[NH2:1][C:2]1[N:3]=[CH:4][C:5]2[CH2:11][N:10]([C:12]3[C:13](=[O:19])[N:14]([C:30]4[CH:29]=[CH:28][C:27]([NH:26][C:25](=[O:34])[O:24][C:20]([CH3:22])([CH3:21])[CH3:23])=[CH:32][CH:31]=4)[CH:15]=[CH:16][C:17]=3[CH3:18])[CH2:9][CH2:8][C:6]=2[N:7]=1 |f:3.4.5.6|. Procedure details: A degassed solution of 3-(2-amino-7,8-dihydropyrido[4,3-d]pyrimidin-6(5H)-yl)-4-methylpyridin-2(1H)-one (250 mg, 0.97 mmol), tert-butyl(4-iodophenyl)carbamate (200 mg, 0.97 mmol), N1,N2-dimethylethane-1,2-diamine (50 mg, 0.49 mmol), copper iodide (40 mg, 0.20 mmol), and potassium phosphate (410 mg, 1.94 mmol) in 2.0 mL of N-methylpyrrolidone was heated to 70° C. After allowing the reaction to stir overnight (17 h) at 70° C., the reaction was complete and allowed to cool to room temperature. The ... Reaction SMILES: [CH:1]([CH3:2])([CH3:3])[O:4][CH2:5][CH2:6][O:7][CH2:8][c:9]1[cH:10][cH:11][c:12]([O:13][CH2:14][CH:15]2[CH2:16][O:17]2)[cH:18][cH:19]1.[NH2:20][CH2:21][CH2:22][O:23][c:24]1[c:25]([CH3:37])[cH:26][c:27](-[c:30]2[cH:31][cH:32][c:33](=[O:36])[nH:34][n:35]2)[cH:28][cH:29]1>>[CH:1]([CH3:2])([CH3:3])[O:4][CH2:5][CH2:6][O:7][CH2:8][c:9]1[cH:10][cH:11][c:12]([O:13][CH2:14][CH:15]([CH2:16][NH:20][CH2:21][CH2:22][O:23][c:24]2[c:25]([CH3:37])[cH:26][c:27](-[c:30]3[cH:31][cH:32][c:33](=[O:36])[nH:34][n:35]3)[cH:28][cH:29]2)[OH:17])[cH:18][cH:19]1. Yields the product Cc1cc(-c2ccc(=O)[nH]n2)ccc1OCCNCC(O)COc1ccc(COCCOC(C)C)cc1. Starting materials: CC(C)OCCOCc1ccc(OCC2CO2)cc1, Cc1cc(-c2ccc(=O)[nH]n2)ccc1OCCN.